Dataset: the Open Reaction Database (ORD), a public repository of structured organic reaction records. Task: describe an organic reaction: reactants, conditions, products, and yield The reactants are CCN=C=NCCCN(C)C, CN(C)C=O, CCOC(C)=O, CC(C)OC(=O)C(Cc1ccc(N)cc1)NC(=O)c1c(Cl)cccc1Cl, Cl, Nc1ccc(I)cc1C(=O)O, O, On1nnc2ccccc21. Product: CC(C)OC(=O)C(Cc1ccc(NC(=O)c2cc(I)ccc2N)cc1)NC(=O)c1c(Cl)cccc1Cl. RXN SMILES: [CH2:50]([N:51]=[C:52]=[N:53][CH2:54][CH2:55][CH2:56][N:57]([CH3:58])[CH3:59])[CH3:60].[CH3:61][N:62]([CH3:63])[CH:64]=[O:65].[CH3:66][CH2:67][O:68][C:69](=[O:70])[CH3:71].[CH:1]([CH3:2])([CH3:3])[O:4][C:5]([CH:6]([NH:7][C:8]([c:9]1[c:10]([Cl:16])[cH:11][cH:12][cH:13][c:14]1[Cl:15])=[O:17])[CH2:18][c:19]1[cH:20][cH:21][c:22]([NH2:25])[cH:23][cH:24]1)=[O:26].[ClH:49].[I:38][c:39]1[cH:40][cH:41][c:42]([NH2:48])[c:43]([C:44](=[O:45])[OH:46])[cH:47]1.[OH2:27].[OH:28][n:29]1[c:30]2[cH:31][cH:32][cH:33][cH:34][c:35]2[n:36][n:37]1>>[CH:1]([CH3:2])([CH3:3])[O:4][C:5]([CH:6]([NH:7][C:8]([c:9]1[c:10]([Cl:16])[cH:11][cH:12][cH:13][c:14]1[Cl:15])=[O:17])[CH2:18][c:19]1[cH:20][cH:21][c:22]([NH:25][C:44]([c:43]2[c:42]([NH2:48])[cH:41][cH:40][c:39]([I:38])[cH:47]2)=[O:45])[cH:23][cH:24]1)=[O:26]. Reaction SMILES: [C:21](=[O:22])([O-:23])[O-:24].[CH3:27][O:28][C:29]([CH2:30][Br:31])=[O:32].[CH3:33][CH2:34][O:35][C:36](=[O:37])[CH3:38].[CH3:39][N:40]([CH3:41])[CH:42]=[O:43].[CH3:44][C:45]([CH3:46])=[O:47].[K+:25].[K+:26].[OH:1][c:2]1[cH:3][c:4]2[cH:5][cH:6][cH:7][n:8][c:9]2[c:10](-[c:12]2[cH:13][c:14]([N+:18](=[O:19])[O-:20])[cH:15][cH:16][cH:17]2)[n:11]1>>[O:1]([c:2]1[cH:3][c:4]2[cH:5][cH:6][cH:7][n:8][c:9]2[c:10](-[c:12]2[cH:13][c:14]([N+:18](=[O:19])[O-:20])[cH:15][cH:16][cH:17]2)[n:11]1)[CH2:30][C:29]([O:28][CH3:27])=[O:32]. The product is COC(=O)COc1cc2cccnc2c(-c2cccc([N+](=O)[O-])c2)n1. Starting materials: O=C([O-])[O-], COC(=O)CBr, CCOC(C)=O, CN(C)C=O, CC(C)=O, [K+], [K+], O=[N+]([O-])c1cccc(-c2nc(O)cc3cccnc23)c1.